This data is from the Open Reaction Database (ORD), a public repository of structured organic reaction records. The task is: describe an organic reaction: reactants, conditions, products, and yield Starting materials: O1C(=NC=C1)C=1C=NC=CC1 ((3-oxazol-2-yl)-pyridine), CI (methyl iodide). The solvent is C(C)O (ethanol). Conditions: time 2 day. Yields the product [I-].C[N+]1=CC(=CC=C1)C=1OC=CN1 (1-methyl-3-(oxazol-2-yl)-pyridinium iodide). RXN SMILES: [O:1]1[CH:5]=[CH:4][N:3]=[C:2]1[C:6]1[CH:7]=[N:8][CH:9]=[CH:10][CH:11]=1.[CH3:12][I:13]>C(O)C>[I-:13].[CH3:12][N+:8]1[CH:9]=[CH:10][CH:11]=[C:6]([C:2]2[O:1][CH:5]=[CH:4][N:3]=2)[CH:7]=1 |f:3.4|. Reported procedure: 11.3 g of [(3-oxazol-2-yl)-pyridine] prepared as indicated in Helv. Chim. Acta 45 375 (1962) and 22.4 g of methyl iodide in 150 cm3 of ethanol are heated under reflux for 2 hours, then the reaction medium is left for 2 days. The solvent is evaporated, the residue is crystallized from 95° ethanol and 17 g of product is obtained. M.p.=241° C. (decomp.) after recrystallization from ethanol. The reactants are C1(=CC=C(C=C1)C1C(OC(C1)OC)OC)C1=CC=CC=C1 (3-(biphenyl-4-yl)-2,5-dimethoxy-tetrahydrofuran), FC(C(=O)O)(F)F (trifluoroacetic acid), N-(8-oxo-4-oxa-1,7-diaza-tricyclo-[9.6.1.012,17]-octadeca-11(18),12,14,1 6-tetraen-9S-yl)-3(R)-(3-phenyl-1H-pyrrol-1-yl)succinamic acid benzyl ester, C(C1=CC=CC=C1)OC(C[C@H](C(=O)N[C@H](CO)CC=1N=CNC1)NC(=O)OC(C)(C)C)=O (3(R)-(t-butoxycarbonylamino)-N-[2-hydroxy-1(S)-[(1H-imidazol4-yl)methyl]ethyl]succinamic acid benzyl ester), amine. Solvent: ClCCCl (1,2-dichloroethane). Yields the product C(C1=CC=CC=C1)OC(C[C@H](C(=O)N[C@H](CO)CC=1N=CNC1)N1C=C(C=C1)C1=CC=C(C=C1)C1=CC=CC=C1)=O (3(R)-[3-(biphenyl-4-yl)-1H-pyrrol-1-yl]-N-[2-hydroxy-1(S)-[(1H-imidazol-4-yl)methyl]ethyl]succinamic acid benzyl ester). Isolated yield 37.0%. Reaction SMILES: [CH2:1]([O:8][C:9](=[O:32])[CH2:10][C@@H:11]([NH:24][C:25](OC(C)(C)C)=O)[C:12]([NH:14][C@@H:15]([CH2:18][C:19]1[N:20]=[CH:21][NH:22][CH:23]=1)[CH2:16][OH:17])=[O:13])[C:2]1[CH:7]=[CH:6][CH:5]=[CH:4][CH:3]=1.[C:33]1([C:48]2[CH:53]=[CH:52][CH:51]=[CH:50][CH:49]=2)[CH:38]=[CH:37][C:36]([CH:39]2[CH2:43]C(OC)O[CH:40]2OC)=[CH:35][CH:34]=1.FC(F)(F)C(O)=O>ClCCCl>[CH2:1]([O:8][C:9](=[O:32])[CH2:10][C@@H:11]([N:24]1[CH:25]=[CH:40][C:39]([C:36]2[CH:37]=[CH:38][C:33]([C:48]3[CH:53]=[CH:52][CH:51]=[CH:50][CH:49]=3)=[CH:34][CH:35]=2)=[CH:43]1)[C:12]([NH:14][C@@H:15]([CH2:18][C:19]1[N:20]=[CH:21][NH:22][CH:23]=1)[CH2:16][OH:17])=[O:13])[C:2]1[CH:3]=[CH:4][CH:5]=[CH:6][CH:7]=1. Procedure details: According to the procedure described in Example 1(c) for the preparation of N-(8-oxo-4-oxa-1,7-diaza-tricyclo-[9.6.1.012,17]-octadeca-11(18),12,14,1 6-tetraen-9S-yl)-3(R)-(3-phenyl-1H-pyrrol-1-yl)succinamic acid benzyl ester, 3(R)-(t-butoxycarbonylamino)-N-[2-hydroxy-1(S)-[(1H-imidazol4-yl)methyl]ethyl]succinamic acid benzyl ester was deprotected, and the resultant crude amine salt was condensed with 3-(biphenyl-4-yl)-2,5-dimethoxy-tetrahydrofuran (produced as described in Example 1(a)) in 1,2-d...